From a dataset of the Open Reaction Database (ORD), a public repository of structured organic reaction records. describe an organic reaction: reactants, conditions, products, and yield Reactants: [BH4-], COC(=O)C(CC(C)C(F)(F)F)NC(=O)OCc1ccccc1, CCO, [Cl-], [Li+], [Na+]. The product is CC(CC(CO)NC(=O)OCc1ccccc1)C(F)(F)F. RXN SMILES: [BH4-:26].[CH2:1]([c:2]1[cH:3][cH:4][cH:5][cH:6][cH:7]1)[O:8][C:9](=[O:10])[NH:11][CH:12]([CH2:13][CH:14]([CH3:15])[C:16]([F:17])([F:18])[F:19])[C:20](=[O:21])[O:22][CH3:23].[CH3:28][CH2:29][OH:30].[Cl-:24].[Li+:25].[Na+:27]>>[CH2:1]([c:2]1[cH:3][cH:4][cH:5][cH:6][cH:7]1)[O:8][C:9](=[O:10])[NH:11][CH:12]([CH2:13][CH:14]([CH3:15])[C:16]([F:17])([F:18])[F:19])[CH2:20][OH:21]. Starting materials: C(C)(C)(C)OC(=O)N1CCN(CC1)C(=O)C=1NC2=CC=CC=C2C1 (4-(1H-Indole-2-carbonyl)-piperazine-1-carboxylic acid tert-butyl ester), FC(C(=O)O)(F)F (trifluoroacetic acid). Run in ClCCl (dichloromethane). Reaction conditions: time 1 hour. The product is FC(C(=O)O)(F)F.N1C(=CC2=CC=CC=C12)C(=O)N1CCNCC1 ((1H-Indol-2-yl)-piperazin-1-yl-methanone trifluoroacetate salt). RXN SMILES: C(OC([N:8]1[CH2:13][CH2:12][N:11]([C:14]([C:16]2[NH:17][C:18]3[C:23]([CH:24]=2)=[CH:22][CH:21]=[CH:20][CH:19]=3)=[O:15])[CH2:10][CH2:9]1)=O)(C)(C)C.[F:25][C:26]([F:31])([F:30])[C:27]([OH:29])=[O:28]>ClCCl>[F:25][C:26]([F:31])([F:30])[C:27]([OH:29])=[O:28].[NH:17]1[C:18]2[C:23](=[CH:22][CH:21]=[CH:20][CH:19]=2)[CH:24]=[C:16]1[C:14]([N:11]1[CH2:12][CH2:13][NH:8][CH2:9][CH2:10]1)=[O:15] |f:3.4|. Procedure details: 4-(1H-Indole-2-carbonyl)-piperazine-1-carboxylic acid tert-butyl ester (0.165 g) in dichloromethane (10 mL) was treated with trifluoroacetic acid (2 mL) and stirred at ambient temperature for 1 h. The solvent was removed under reduced pressure to afford (1H-Indol-2-yl)-piperazin-1-yl-methanone trifluoroacetate salt. (1H NMR (400 MHz, CDCl3): δ 7.63 (d, J=8.07 Hz, 1H), 7.44 (dd, J=8.3, 0.8 Hz, 1H), 7.24 (m, 1H), 7.08 (m, 1H), 6.91 (s, 1H), 4.12 (t, J=5.0 Hz, 4H), 3.35 (t, J=5.3 Hz, 4H)). This int... The reactants are N1=CC=CC=C1 (Pyridine), C12(CC3CC(CC(C1)C3)C2)C(=O)Cl (1-adamantanecarbonyl choride), C1(=CC=CC=C1)NC(NN)=S (4-phenyl-3-thiosemicarbazide). The solvent is C(Cl)Cl (CH2Cl2). Run at time 4 hour. Yields the product C12(CC3CC(CC(C1)C3)C2)C(=O)NNC(=S)NC2=CC=CC=C2 (1-(1-adamantylcarbonyl)-4-phenyl thiosemicarbazide). As a reaction SMILES: N1C=CC=CC=1.[C:7]12([C:17](Cl)=[O:18])[CH2:16][CH:11]3[CH2:12][CH:13]([CH2:15][CH:9]([CH2:10]3)[CH2:8]1)[CH2:14]2.[C:20]1([NH:26][C:27](=[S:30])[NH:28][NH2:29])[CH:25]=[CH:24][CH:23]=[CH:22][CH:21]=1>C(Cl)Cl>[C:7]12([C:17]([NH:29][NH:28][C:27]([NH:26][C:20]3[CH:21]=[CH:22][CH:23]=[CH:24][CH:25]=3)=[S:30])=[O:18])[CH2:16][CH:11]3[CH2:12][CH:13]([CH2:15][CH:9]([CH2:10]3)[CH2:8]1)[CH2:14]2. Procedure: Pyridine (0.808 mL, 10 mmol) was added dropwise at room temperature to a stirred solution of 1-adamantanecarbonyl choride (A) (1 g, 5 mmol) and 4-phenyl-3-thiosemicarbazide (B) (0.845 g, 5.05 mmol) in CH2Cl2 (10 mL). After stirring for 4 h, the solvent was removed in vacuo, and the residue washed with water and dried to give 1-(1-adamantylcarbonyl)-4-phenyl thiosemicarbazide (C).